Dataset: the Open Reaction Database (ORD), a public repository of structured organic reaction records. Task: describe an organic reaction: reactants, conditions, products, and yield Reactants: OBO, CC(C)(C)OC(=O)Nc1ccc(I)cc1[N+](=O)[O-], Fc1ccccc1. The product is CC(C)(C)OC(=O)Nc1ccc(-c2ccccc2F)cc1[N+](=O)[O-]. As a reaction SMILES: [BH:19]([OH:20])[OH:21].[C:1]([CH3:2])([CH3:3])([CH3:4])[O:5][C:6]([NH:7][c:8]1[c:9]([N+:15](=[O:16])[O-:17])[cH:10][c:11]([I:14])[cH:12][cH:13]1)=[O:18].[F:22][c:23]1[cH:24][cH:25][cH:26][cH:27][cH:28]1>>[C:1]([CH3:2])([CH3:3])([CH3:4])[O:5][C:6]([NH:7][c:8]1[c:9]([N+:15](=[O:16])[O-:17])[cH:10][c:11](-[c:24]2[c:23]([F:22])[cH:28][cH:27][cH:26][cH:25]2)[cH:12][cH:13]1)=[O:18]. Starting materials: Oc1ccccc1Br, [C-]#N, [C-]#N, [C-]#N, CN1CCCC1=O, CN(C)C=O, N#C[K], C1COCCO1, [Pd], [Zn+2], c1ccc(P(c2ccccc2)(c2ccccc2)[Pd](P(c2ccccc2)(c2ccccc2)c2ccccc2)(P(c2ccccc2)(c2ccccc2)c2ccccc2)P(c2ccccc2)(c2ccccc2)c2ccccc2)cc1. Yields the product N#Cc1ccccc1O. Reaction SMILES: [Br:1][c:2]1[c:3]([OH:8])[cH:4][cH:5][cH:6][cH:7]1.[C-:27]#[N:28].[C-:30]#[N:31].[C-:9]#[N:10].[CH3:14][N:15]1[CH2:16][CH2:17][CH2:18][C:19]1=[O:20].[CH3:21][N:22]([CH3:23])[CH:24]=[O:25].[K:11][C:12]#[N:13].[O:109]1[CH2:110][CH2:111][O:112][CH2:113][CH2:114]1.[Pd:26].[Zn+2:29].[cH:32]1[cH:33][cH:34][c:35]([P:36]([Pd:37]([P:38]([c:39]2[cH:40][cH:41][cH:42][cH:43][cH:44]2)([c:45]2[cH:46][cH:47][cH:48][cH:49][cH:50]2)[c:51]2[cH:52][cH:53][cH:54][cH:55][cH:56]2)([P:57]([c:58]2[cH:59][cH:60][cH:61][cH:62][cH:63]2)([c:64]2[cH:65][cH:66][cH:67][cH:68][cH:69]2)[c:70]2[cH:71][cH:72][cH:73][cH:74][cH:75]2)[P:76]([c:77]2[cH:78][cH:79][cH:80][cH:81][cH:82]2)([c:83]2[cH:84][cH:85][cH:86][cH:87][cH:88]2)[c:89]2[cH:90][cH:91][cH:92][cH:93][cH:94]2)([c:95]2[cH:96][cH:97][cH:98][cH:99][cH:100]2)[c:101]2[cH:102][cH:103][cH:104][cH:105][cH:106]2)[cH:107][cH:108]1>>[c:2]1([C:12]#[N:13])[c:3]([OH:8])[cH:4][cH:5][cH:6][cH:7]1. Reactants: CC1=CC(=CC(=C1)S(=O)(=O)C1=CC=C(C=C1)[N+](=O)[O-])C (1,3-dimethyl-5-(4-nitrobenzenesulphonyl)-benzene). Reagents/catalysts: [Pd] (Pd/C). The solvent is C(C)O (ethanol). Run at time 2 hour. Yields the product CC=1C=C(C=C(C1)C)S(=O)(=O)C1=CC=C(C=C1)N (4-(3,5-dimethylbenzenesulphonyl)-phenylamine). Yield: 66.8%. As a reaction SMILES: [CH3:1][C:2]1[CH:7]=[C:6]([S:8]([C:11]2[CH:16]=[CH:15][C:14]([N+:17]([O-])=O)=[CH:13][CH:12]=2)(=[O:10])=[O:9])[CH:5]=[C:4]([CH3:20])[CH:3]=1>C(O)C.[Pd]>[CH3:1][C:2]1[CH:7]=[C:6]([S:8]([C:11]2[CH:16]=[CH:15][C:14]([NH2:17])=[CH:13][CH:12]=2)(=[O:10])=[O:9])[CH:5]=[C:4]([CH3:20])[CH:3]=1. Procedure details: 0.27 g (0.0009 mol) of 1,3-dimethyl-5-(4-nitrobenzenesulphonyl)-benzene was suspended in 40 ml of ethanol, treated with 0.03 g of Pd/C (10%) and stirred in a H2 atmosphere at room temperature under normal pressure for 2 hrs. Then, the catalyst was filtered off, the filtrate was freed from solvent and the residue was chromatographed on silica gel with ethyl acetate/hexane 2:1. There was obtained 0.157 g (73%) of 4-(3,5-dimethylbenzenesulphonyl)-phenylamine as white crystals; m.p.: 178-179° C. The reactants are O=C([O-])[O-], COc1cc(B2OC(C)(C)C(C)(C)O2)ccc1O, Cc1ccccc1, Clc1cncc(NCc2cccnc2)n1, [Na+], [Na+], c1ccc(P(c2ccccc2)(c2ccccc2)[Pd](P(c2ccccc2)(c2ccccc2)c2ccccc2)(P(c2ccccc2)(c2ccccc2)c2ccccc2)P(c2ccccc2)(c2ccccc2)c2ccccc2)cc1. The product is COc1cc(-c2cncc(NCc3cccnc3)n2)ccc1O. Reaction SMILES: [C:34](=[O:35])([O-:36])[O-:37].[CH3:16][O:17][c:18]1[c:19]([OH:33])[cH:20][cH:21][c:22]([B:24]2[O:25][C:26]([CH3:27])([CH3:28])[C:29]([CH3:30])([CH3:31])[O:32]2)[cH:23]1.[CH3:40][c:41]1[cH:42][cH:43][cH:44][cH:45][cH:46]1.[Cl:1][c:2]1[cH:3][n:4][cH:5][c:6]([NH:8][CH2:9][c:10]2[cH:11][n:12][cH:13][cH:14][cH:15]2)[n:7]1.[Na+:38].[Na+:39].[cH:47]1[cH:48][cH:49][c:50]([P:51]([Pd:52]([P:53]([c:54]2[cH:55][cH:56][cH:57][cH:58][cH:59]2)([c:60]2[cH:61][cH:62][cH:63][cH:64][cH:65]2)[c:66]2[cH:67][cH:68][cH:69][cH:70][cH:71]2)([P:72]([c:73]2[cH:74][cH:75][cH:76][cH:77][cH:78]2)([c:79]2[cH:80][cH:81][cH:82][cH:83][cH:84]2)[c:85]2[cH:86][cH:87][cH:88][cH:89][cH:90]2)[P:91]([c:92]2[cH:93][cH:94][cH:95][cH:96][cH:97]2)([c:98]2[cH:99][cH:100][cH:101][cH:102][cH:103]2)[c:104]2[cH:105][cH:106][cH:107][cH:108][cH:109]2)([c:110]2[cH:111][cH:112][cH:113][cH:114][cH:115]2)[c:116]2[cH:117][cH:118][cH:119][cH:120][cH:121]2)[cH:122][cH:123]1>>[c:2]1(-[c:22]2[cH:21][cH:20][c:19]([OH:33])[c:18]([O:17][CH3:16])[cH:23]2)[cH:3][n:4][cH:5][c:6]([NH:8][CH2:9][c:10]2[cH:11][n:12][cH:13][cH:14][cH:15]2)[n:7]1. Starting materials: O (water), ClC1=NC(=CC(=C1)Cl)C (2,4-dichloro-6-methylpyridine), ClC1=C(\C=N\N)C=CC=C1 ((E)-1-(2-chlorobenzylidene)hydrazine), C([O-])([O-])=O.[K+].[K+] (potassium carbonate). Reagents/catalysts: C1=CC=C(C=C1)[PH+](C2=CC=CC=C2)[C]3[CH][CH][CH][CH]3.C1=CC=C(C=C1)[PH+](C2=CC=CC=C2)[C]3[CH][CH][CH][CH]3.C(Cl)Cl.Cl[Pd]Cl.[Fe] (dichloro[1,1′bis(diphenylphosphino)ferrocene]palladium (II) dichloromethane adduct). The solvent is C1(=CC=CC=C1)C (Toluene), C1(=CC=CC=C1)C (toluene). Reaction conditions: temperature 100 celsius, time 18 hour. Product: ClC1=C(\C=N\NC2=NC(=CC(=C2)Cl)C)C=CC=C1 ((E)-1-(2-chlorobenzylidene)-2-(4-chloro-6-methylpyridin-2-yl) hydrazine). The yield is 31.4%. Reaction SMILES: [Cl:1][C:2]1[CH:10]=[CH:9][CH:8]=[CH:7][C:3]=1/[CH:4]=[N:5]/[NH2:6].C(=O)([O-])[O-].[K+].[K+].Cl[C:18]1[CH:23]=[C:22]([Cl:24])[CH:21]=[C:20]([CH3:25])[N:19]=1.O>C1(C)C=CC=CC=1.C1C=CC([PH+]([C]2[CH][CH][CH][CH]2)C2C=CC=CC=2)=CC=1.C1C=CC([PH+]([C]2[CH][CH][CH][CH]2)C2C=CC=CC=2)=CC=1.C(Cl)Cl.Cl[Pd]Cl.[Fe]>[Cl:1][C:2]1[CH:10]=[CH:9][CH:8]=[CH:7][C:3]=1/[CH:4]=[N:5]/[NH:6][C:18]1[CH:23]=[C:22]([Cl:24])[CH:21]=[C:20]([CH3:25])[N:19]=1 |f:1.2.3,7.8.9.10.11,^1:38,39,40,41,42,56,57,58,59,60|. Procedure details: (E)-1-(2-chlorobenzylidene)hydrazine (0.351 g, 2.27 mmol), dichloro[1,1′bis(diphenylphosphino)ferrocene]palladium (II) dichloromethane adduct (0.0185 g, 0.0227 mmol) and potassium carbonate (0.471 g, 3.41 mmol) was added to a 50-mL RBF. Toluene (2 mL) was added and 2,4-dichloro-6-methylpyridine (0.368 g, 2.27 mmol) in 3 mL of toluene was added. The red mixture was heated to 100° C. After 18 h, the reaction was allowed to cool to RT and water (20 mL) was added. The mixture was filtered and 190 mg...